Dataset: the Open Reaction Database (ORD), a public repository of structured organic reaction records. Task: describe an organic reaction: reactants, conditions, products, and yield Reactants: O=C([O-])[O-], CC#N, Cc1cn(C)c2c1C(=O)N(CCCCl)CCC2=O, Fc1ccc(N2CCNCC2)cc1, [I-], [K+], [K+], [Na+]. Product: Cc1cn(C)c2c1C(=O)N(CCCN1CCN(c3ccc(F)cc3)CC1)CCC2=O. Reaction SMILES: [C:32](=[O:33])([O-:34])[O-:35].[CH3:40][C:41]#[N:42].[Cl:1][CH2:2][CH2:3][CH2:4][N:5]1[C:6](=[O:18])[c:7]2[c:8]([n:13]([CH3:17])[cH:14][c:15]2[CH3:16])[C:9](=[O:12])[CH2:10][CH2:11]1.[F:19][c:20]1[cH:21][cH:22][c:23]([N:26]2[CH2:27][CH2:28][NH:29][CH2:30][CH2:31]2)[cH:24][cH:25]1.[I-:39].[K+:36].[K+:37].[Na+:38]>>[CH2:2]([CH2:3][CH2:4][N:5]1[C:6](=[O:18])[c:7]2[c:8]([n:13]([CH3:17])[cH:14][c:15]2[CH3:16])[C:9](=[O:12])[CH2:10][CH2:11]1)[N:29]1[CH2:28][CH2:27][N:26]([c:23]2[cH:22][cH:21][c:20]([F:19])[cH:25][cH:24]2)[CH2:31][CH2:30]1. Reactants: CCOC(=O)Cn1ccc2ccc(O[Si](C)(C)C(C)(C)C)cc21, C1CCOC1, CCCC[N+](CCCC)(CCCC)CCCC, [F-]. Yields the product CCOC(=O)Cn1ccc2ccc(O)cc21. Reaction SMILES: [CH2:1]([CH3:2])[O:3][C:4]([CH2:5][n:6]1[cH:7][cH:8][c:9]2[cH:10][cH:11][c:12]([O:15][Si:16]([C:17]([CH3:18])([CH3:19])[CH3:20])([CH3:21])[CH3:22])[cH:13][c:14]12)=[O:23].[CH2:42]1[O:43][CH2:44][CH2:45][CH2:46]1.[CH3:25][CH2:26][CH2:27][CH2:28][N+:29]([CH2:30][CH2:31][CH2:32][CH3:33])([CH2:34][CH2:35][CH2:36][CH3:37])[CH2:38][CH2:39][CH2:40][CH3:41].[F-:24]>>[CH2:1]([CH3:2])[O:3][C:4]([CH2:5][n:6]1[cH:7][cH:8][c:9]2[cH:10][cH:11][c:12]([OH:15])[cH:13][c:14]12)=[O:23]. The reactants are NOCc1ccccc1, CO, Cl, Cc1cc(C=O)c(C)cc1N. The product is Cc1cc(C=NOCc2ccccc2)c(C)cc1N. As a reaction SMILES: [CH2:13]([c:14]1[cH:15][cH:16][cH:17][cH:18][cH:19]1)[O:20][NH2:21].[CH3:22][OH:23].[ClH:12].[NH2:1][c:2]1[cH:3][c:4]([CH3:11])[c:5]([CH:6]=[O:7])[cH:8][c:9]1[CH3:10]>>[NH2:1][c:2]1[cH:3][c:4]([CH3:11])[c:5]([CH:6]=[N:21][O:20][CH2:13][c:14]2[cH:15][cH:16][cH:17][cH:18][cH:19]2)[cH:8][c:9]1[CH3:10]. The reactants are ClC=1C=C2C(=CC1)N(CC21CNCC1)C(=O)NC=1SC(=CN1)Cl (5-Chloro-N-(5-chlorothiazol-2-yl)spiro[indoline-3,3′-pyrrolidine]-1-carboxamide), FC(C(=O)O)F (difluoroacetic acid). Product: ClC=1C=C2C(=CC1)N(CC21CN(CC1)C(C(F)F)=O)C(=O)NC=1SC(=CN1)Cl (5-Chloro-N-(5-chlorothiazol-2-yl)-1′-(2,2-difluoroacetyl)spiro[indoline-3,3′-pyrrolidine]-1-carboxamide). Reaction SMILES: [Cl:1][C:2]1[CH:3]=[C:4]2[C:10]3([CH2:14][CH2:13][NH:12][CH2:11]3)[CH2:9][N:8]([C:15]([NH:17][C:18]3[S:19][C:20]([Cl:23])=[CH:21][N:22]=3)=[O:16])[C:5]2=[CH:6][CH:7]=1.[F:24][CH:25]([F:29])[C:26](O)=[O:27]>>[Cl:1][C:2]1[CH:3]=[C:4]2[C:10]3([CH2:14][CH2:13][N:12]([C:26](=[O:27])[CH:25]([F:29])[F:24])[CH2:11]3)[CH2:9][N:8]([C:15]([NH:17][C:18]3[S:19][C:20]([Cl:23])=[CH:21][N:22]=3)=[O:16])[C:5]2=[CH:6][CH:7]=1. Reported procedure: 5-Chloro-N-(5-chlorothiazol-2-yl)spiro[indoline-3,3′-pyrrolidine]-1-carboxamide and difluoroacetic acid The reactants are O=S(=O)(c1ccccc1)n1cc(I)c2ccncc21, OB(O)c1c(-c2ccccn2)nn2c1CCC2. The product is O=S(=O)(c1ccccc1)n1cc(-c2c(-c3ccccn3)nn3c2CCC3)c2ccncc21. RXN SMILES: [c:1]1([S:7](=[O:8])(=[O:9])[n:10]2[cH:11][c:12]([I:19])[c:13]3[c:14]2[cH:15][n:16][cH:17][cH:18]3)[cH:2][cH:3][cH:4][cH:5][cH:6]1.[n:20]1[c:21](-[c:26]2[c:27]([B:34]([OH:35])[OH:36])[c:28]3[n:29]([n:30]2)[CH2:31][CH2:32][CH2:33]3)[cH:22][cH:23][cH:24][cH:25]1>>[c:1]1([S:7](=[O:8])(=[O:9])[n:10]2[cH:11][c:12](-[c:27]3[c:26](-[c:21]4[n:20][cH:25][cH:24][cH:23][cH:22]4)[n:30][n:29]4[c:28]3[CH2:33][CH2:32][CH2:31]4)[c:13]3[c:14]2[cH:15][n:16][cH:17][cH:18]3)[cH:2][cH:3][cH:4][cH:5][cH:6]1. Reactants: ClC1=CC=C(C=N1)C(C=O)CCCCCC (2-(6-Chloro-pyridin-3-yl)-octanal), [BH4-].[Na+] (Sodium borohydride). Run in C(C)O (ethanol). Reaction conditions: temperature 0 celsius. Yields the product ClC1=CC=C(C=N1)C(CO)CCCCCC (2-(6-Chloro-pyridin-3-yl)-octan-1-ol). Isolated yield 83.3%. RXN SMILES: [Cl:1][C:2]1[N:7]=[CH:6][C:5]([CH:8]([CH2:11][CH2:12][CH2:13][CH2:14][CH2:15][CH3:16])[CH:9]=[O:10])=[CH:4][CH:3]=1.[BH4-].[Na+]>C(O)C>[Cl:1][C:2]1[N:7]=[CH:6][C:5]([CH:8]([CH2:11][CH2:12][CH2:13][CH2:14][CH2:15][CH3:16])[CH2:9][OH:10])=[CH:4][CH:3]=1 |f:1.2|. Procedure details: 2-(6-Chloro-pyridin-3-yl)-octanal (1.02 g, 4.26 mmol) is dissolved into denatured ethanol (20 mL) at room temperature then cooled to 0° C. in an ice bath. Sodium borohydride (0.162 g, 4.26 mmol) is then carefully added in small portions. The reaction is allowed to warm slowly to room temperature and is monitored by HPLC. Upon complete consumption of starting material, the reaction is carefully quenched with water and diluted with ethyl acetate. The ethanol is removed and the residue is extracted... The reactants are ClC1=NC2=C(C=3C=4C=CN=CC4C(C13)=O)C=CC(=C2)OC (6-chloro-3-methoxy-5,9-diaza-benzo[c]fluoren-7-one), NCCN(CCCN(C)CCN)C (N,N′-bis-(2-amino-ethyl)-N,N′-dimethyl-propane-1,3-diamine). The solvent is ClCCl (dichloromethane). Conditions: temperature 50 celsius, time 4 hour. Product: NCCN(CCCN(CCNC1=NC2=C(C=3C=4C=CN=CC4C(C13)=O)C=CC(=C2)OC)C)C (6-[2-({3-[(2-amino-ethyl)-methyl-amino]-propyl}-methyl-amino)-ethylamino]-3-methoxy-5,9-diaza-benzo[c]fluoren-7-one). Reaction SMILES: Cl[C:2]1[C:14]2[C:13](=[O:15])[C:12]3[CH:11]=[N:10][CH:9]=[CH:8][C:7]=3[C:6]=2[C:5]2[CH:16]=[CH:17][C:18]([O:20][CH3:21])=[CH:19][C:4]=2[N:3]=1.[NH2:22][CH2:23][CH2:24][N:25]([CH3:34])[CH2:26][CH2:27][CH2:28][N:29]([CH2:31][CH2:32][NH2:33])[CH3:30]>ClCCl>[NH2:33][CH2:32][CH2:31][N:29]([CH3:30])[CH2:28][CH2:27][CH2:26][N:25]([CH3:34])[CH2:24][CH2:23][NH:22][C:2]1[C:14]2[C:13](=[O:15])[C:12]3[CH:11]=[N:10][CH:9]=[CH:8][C:7]=3[C:6]=2[C:5]2[CH:16]=[CH:17][C:18]([O:20][CH3:21])=[CH:19][C:4]=2[N:3]=1. Reported procedure: A mixture of 6-chloro-3-methoxy-5,9-diaza-benzo[c]fluoren-7-one (50.8 mg) (the compound of Reference Example 1c-2) and N,N′-bis-(2-amino-ethyl)-N,N′-dimethyl-propane-1,3-diamine (0.5 ml) was stirred at 50° C. for 4 hours. The reaction mixture was diluted with dichloromethane. The solution was washed with saturated NaHCO3 solution and dried over magnesium sulfate. The organic layer was evaporated to dryness. The residue was purified by silica gel column chromatography developed by dichloromethane... Starting materials: COC(Cl)Cl, [Cl-], [Cl-], [Cl-], [Cl-], ClCCl, COc1cc(F)cc(F)c1, [Ti+4]. Product: COc1cc(F)c(C=O)c(F)c1. Reaction SMILES: [CH3:11][O:12][CH:13]([Cl:14])[Cl:15].[Cl-:19].[Cl-:20].[Cl-:21].[Cl-:22].[Cl:16][CH2:17][Cl:18].[F:1][c:2]1[cH:3][c:4]([O:9][CH3:10])[cH:5][c:6]([F:8])[cH:7]1.[Ti+4:23]>>[F:1][c:2]1[cH:3][c:4]([O:9][CH3:10])[cH:5][c:6]([F:8])[c:7]1[CH:11]=[O:12].